This data is from the Open Reaction Database (ORD), a public repository of structured organic reaction records. The task is: describe an organic reaction: reactants, conditions, products, and yield Reactants: C(C1=CC=CC=C1)OC1=C(C=C(C=C1)C=1OC=2N=C(N=CC2N1)OC[C@H](C)NC(OC(C)(C)C)=O)F (tert-butyl ((2S)-1-((2-(4-(benzyloxy)-3-fluorophenyl)[1,3]oxazolo[5,4-d]pyrimidin-5-yl)oxy)propan-2-yl)carbamate), [N+](=O)([O-])C1=CC=C(C=C1)S(=O)(=O)OC[C@@H]1C(C1)(F)F (((1R)-2,2-difluorocyclopropyl)methyl 4-nitrobenzenesulfonate). The product is FC1([C@H](C1)COC1=C(C=C(C=C1)C=1OC=2N=C(N=CC2N1)OC[C@H](C)NC(OC(C)(C)C)=O)F)F (tert-butyl ((2S)-1-((2-(4-(((1R)-2,2-difluorocyclopropyl)methoxy)-3-fluorophenyl)[1,3]oxazolo[5,4-d]pyrimidin-5-yl)oxy)propan-2-yl)carbamate). RXN SMILES: C(O[C:9]1[CH:14]=[CH:13][C:12]([C:15]2[O:16][C:17]3[N:18]=[C:19]([O:24][CH2:25][C@@H:26]([NH:28][C:29](=[O:35])[O:30][C:31]([CH3:34])([CH3:33])[CH3:32])[CH3:27])[N:20]=[CH:21][C:22]=3[N:23]=2)=[CH:11][C:10]=1[F:36])C1C=CC=CC=1.[N+](C1C=CC(S([O:49][CH2:50][C@H:51]2[CH2:53][C:52]2([F:55])[F:54])(=O)=O)=CC=1)([O-])=O>>[F:55][C:52]1([F:54])[CH2:53][C@@H:51]1[CH2:50][O:49][C:9]1[CH:14]=[CH:13][C:12]([C:15]2[O:16][C:17]3[N:18]=[C:19]([O:24][CH2:25][C@@H:26]([NH:28][C:29](=[O:35])[O:30][C:31]([CH3:33])([CH3:32])[CH3:34])[CH3:27])[N:20]=[CH:21][C:22]=3[N:23]=2)=[CH:11][C:10]=1[F:36]. Reported procedure: Using tert-butyl ((2S)-1-((2-(4-(benzyloxy)-3-fluorophenyl)[1,3]oxazolo[5,4-d]pyrimidin-5-yl)oxy)propan-2-yl)carbamate and ((1R)-2,2-difluorocyclopropyl)methyl 4-nitrobenzenesulfonate, and in the same manner as in Step A of Example 4 and Example 5, the title compound was obtained.